This data is from the Open Reaction Database (ORD), a public repository of structured organic reaction records. The task is: describe an organic reaction: reactants, conditions, products, and yield Starting materials: C(C1=CC=CC=C1)OC([C@@H](N)CC1=CC=C(C=C1)O)=O (L-tyrosine benzyl ester), C(C1=CC=CC=C1)OC([C@@H](N)C)=O (L-alanine benzyl ester), C(C1=CC=CC=C1)OC([C@@H](NC(C(CCC(=O)OC)C)=O)CC1=CC=C(C=C1)O)=O (N-(4-methoxycarbonyl-2-methylbutanoyl)-L-tyrosine benzyl ester), COC(=O)CCC(C(=O)N[C@@H](CC1=CC=C(C=C1)O)C(=O)O)C (N-(4-methoxycarbonyl-2-methylbutanoyl)-L-tyrosine), N-(4-carboxy-2-,ethylbutanoyl)-L-tyrosine. The product is C(=O)(O)CCC(C(=O)N[C@@H](CC1=CC=C(C=C1)O)C(=O)O)C (N-(4-Carboxy-2-methylbutanoyl)-L-tyrosine). Reaction SMILES: C(OC(=O)[C@H](CC1C=CC(O)=CC=1)N)C1C=CC=CC=1.C(OC(=O)[C@H](C)N)C1C=CC=CC=1.C([O:41][C:42](=[O:63])[C@H:43]([CH2:55][C:56]1[CH:61]=[CH:60][C:59]([OH:62])=[CH:58][CH:57]=1)[NH:44][C:45](=[O:54])[CH:46]([CH3:53])[CH2:47][CH2:48][C:49]([O:51]C)=[O:50])C1C=CC=CC=1.COC(CCC(C)C(N[C@H](C(O)=O)CC1C=CC(O)=CC=1)=O)=O>>[C:49]([CH2:48][CH2:47][CH:46]([CH3:53])[C:45]([NH:44][C@H:43]([C:42]([OH:63])=[O:41])[CH2:55][C:56]1[CH:57]=[CH:58][C:59]([OH:62])=[CH:60][CH:61]=1)=[O:54])([OH:51])=[O:50]. Reported procedure: By substituting L-tyrosine benzyl ester for the L-alanine benzyl ester in the procedure of Example 23, and then treating the product by the procedure of Examples 24 and 26, N-(4-methoxycarbonyl-2-methylbutanoyl)-L-tyrosine benzyl ester, N-(4-methoxycarbonyl-2-methylbutanoyl)-L-tyrosine, and N-(4-carboxy-2-,ethylbutanoyl)-L-tyrosine are obtained. The reactants are C1(CC1)B(O)O (cyclopropylboronic acid), C([O-])([O-])=O.[K+].[K+] (potassium carbonate), C(C)(C)(C)OC(N[C@@H]([C@@H](C)C1=CC=CC=C1)C=1NC(=CN1)C1=C(C=C(C=C1)I)F)=O ({(1S,2S)-1-[5-(2-fluoro-4-iodo-phenyl)-1H-imidazol-2-yl]-2-phenyl-propyl}-carbamic acid tert-butyl ester), O.C(C)O (water ethanol). The reagents and catalysts are C1CCC(CC1)P(C2CCCCC2)C3CCCCC3.C1CCC(CC1)P(C2CCCCC2)C3CCCCC3.Cl[Pd]Cl (dichlorobis(tricyclohexylphosphine)palladium(II)). Solvent: C1(=CC=CC=C1)C (toluene), C(C)(=O)OCC (ethyl acetate). The product is C(C)(C)(C)OC(N[C@@H]([C@@H](C)C1=CC=CC=C1)C=1NC(=CN1)C1=C(C=CC=C1)F)=O ({(1S,2S)-1-[5-(2-fluoro-phenyl)-1H-imidazol-2-yl]-2-phenyl-propyl}-carbamic acid tert-butyl ester). Yield: 107.1%. RXN SMILES: [C:1]([O:5][C:6](=[O:30])[NH:7][C@H:8]([C:17]1[NH:18][C:19]([C:22]2[CH:27]=[CH:26][C:25](I)=[CH:24][C:23]=2[F:29])=[CH:20][N:21]=1)[C@H:9]([C:11]1[CH:16]=[CH:15][CH:14]=[CH:13][CH:12]=1)[CH3:10])([CH3:4])([CH3:3])[CH3:2].O.C(O)C.C1(B(O)O)CC1.C(=O)([O-])[O-].[K+].[K+]>C1(C)C=CC=CC=1.C(OCC)(=O)C.C1CCC(P(C2CCCCC2)C2CCCCC2)CC1.C1CCC(P(C2CCCCC2)C2CCCCC2)CC1.Cl[Pd]Cl>[C:1]([O:5][C:6](=[O:30])[NH:7][C@H:8]([C:17]1[NH:18][C:19]([C:22]2[CH:27]=[CH:26][CH:25]=[CH:24][C:23]=2[F:29])=[CH:20][N:21]=1)[C@H:9]([C:11]1[CH:16]=[CH:15][CH:14]=[CH:13][CH:12]=1)[CH3:10])([CH3:2])([CH3:3])[CH3:4] |f:1.2,4.5.6,9.10.11|. Procedure details: To a degassed mixture of {(1S,2S)-1-[5-(2-fluoro-4-iodo-phenyl)-1H-imidazol-2-yl]-2-phenyl-propyl}-carbamic acid tert-butyl ester (150 mg, 0.288 mmol) in toluene (5 mL) and 1:1 v/v deionized water/ethanol (2 mL) were added dichlorobis(tricyclohexylphosphine)palladium(II) (6.4 mg, 0.009 mmol), cyclopropylboronic acid (27 mg, 0.314 mmol), potassium carbonate (159 mg, 1.15 mmol) and the mixture refluxed for 3 hours under an atmosphere of nitrogen. The mixture was diluted with ethyl acetate (50 mL) ... Reactants: FC=1C(=NC(=NC1)C1=CN(C2=NC=C(C=C21)F)S(=O)(=O)C2=CC=C(C)C=C2)N[C@@H]2C[C@](CCC2)(O)C(C(=O)OCC)C (Ethyl 2-((1S,3S)-3-(5-fluoro-2-(5-fluoro-1-tosyl-1H-pyrrolo[2,3-b]pyridin-3-yl)pyrimidin-4-ylamino)-1-hydroxycyclohexyl)propanoate), [Li+].[OH-] (LiOH), Cl (HCl). Solvent: C1CCOC1 (THF). Run at time 2 day. Yields the product FC=1C(=NC(=NC1)C1=CNC2=NC=C(C=C21)F)N[C@@H]2C[C@](CCC2)(O)C(C(=O)O)C (2-((1S,3S)-3-(5-fluoro-2-(5-fluoro-1H-pyrrolo[2,3-b]pyridin-3-yl)pyrimidin-4-ylamino)-1-hydroxycyclohexyl)propanoic acid). RXN SMILES: [F:1][C:2]1[C:3]([NH:28][C@H:29]2[CH2:34][CH2:33][CH2:32][C@:31]([CH:36]([CH3:42])[C:37]([O:39]CC)=[O:38])([OH:35])[CH2:30]2)=[N:4][C:5]([C:8]2[C:16]3[C:11](=[N:12][CH:13]=[C:14]([F:17])[CH:15]=3)[N:10](S(C3C=CC(C)=CC=3)(=O)=O)[CH:9]=2)=[N:6][CH:7]=1.[Li+].[OH-].Cl>C1COCC1>[F:1][C:2]1[C:3]([NH:28][C@H:29]2[CH2:34][CH2:33][CH2:32][C@:31]([CH:36]([CH3:42])[C:37]([OH:39])=[O:38])([OH:35])[CH2:30]2)=[N:4][C:5]([C:8]2[C:16]3[C:11](=[N:12][CH:13]=[C:14]([F:17])[CH:15]=3)[NH:10][CH:9]=2)=[N:6][CH:7]=1 |f:1.2|. Procedure details: To a solution of ethyl 2-((1S,3S)-3-(5-fluoro-2-(5-fluoro-1-tosyl-1H-pyrrolo[2,3-b]pyridin-3-yl)pyrimidin-4-ylamino)-1-hydroxycyclohexyl)propanoate (61c) (0.20 g, 0.33 mmol) in THF (3 mL) was added LiOH (3 mL of 1 M aqueous solution, 3.0 mmol). The reaction was allowed to stir over 2 days at room temperature then neutralized with HCl (1.5 mL of 2M, 3.0 mmol) and concentrated to dryness, diluted in toluene and concentrated again (2×) to give 61d which was used without further purification. LCMS+:... Starting materials: C1CCOC1, Cl, N#CCI, O, CCOC(=O)Cc1ccccc1. Yields the product CCOC(=O)C(CC#N)c1ccccc1. Reaction SMILES: [CH2:19]1[O:20][CH2:21][CH2:22][CH2:23]1.[ClH:18].[I:13][CH2:14][C:15]#[N:16].[OH2:17].[c:1]1([CH2:7][C:8](=[O:9])[O:10][CH2:11][CH3:12])[cH:2][cH:3][cH:4][cH:5][cH:6]1>>[c:1]1([CH:7]([C:8](=[O:9])[O:10][CH2:11][CH3:12])[CH2:14][C:15]#[N:16])[cH:2][cH:3][cH:4][cH:5][cH:6]1. Reactants: C(C)(C)N(CC)C(C)C (diisopropylethylamine), FC(S(=O)(=O)OCCC(F)(F)F)(F)F (3,3,3-trifluoropropyl trifluoromethanesulfonate), ClC1=CC=C(C=C1)[C@H](C(=O)N1CCN(CC1)C=1C2=C(N=CN1)[C@@H](C[C@H]2C)O)[C@H]2NCCC2 ((S)-2-(4-chlorophenyl)-1-(4-((5R,7R)-7-hydroxy-5-methyl-6,7-dihydro-5H-cyclopenta[d]pyrimidin-4-yl)piperazin-1-yl)-2-((S)-pyrrolidin-2-yl)ethanone), FC(S(=O)(=O)OCCC(F)(F)F)(F)F (3,3,3-trifluoropropyl trifluoromethanesulfonate). Reagents/catalysts: CN(C1=CC=NC=C1)C (4-dimethylaminopyridine). Run in CC(=O)C (acetone). Yields the product ClC1=CC=C(C=C1)[C@H](C(=O)N1CCN(CC1)C=1C2=C(N=CN1)[C@@H](C[C@H]2C)O)[C@H]2N(CCC2)CC(F)(F)F ((S)-2-(4-chlorophenyl)-1-(4-((5R,7R)-7-hydroxy-5-methyl-6,7-dihydro-5H-cyclopenta[d]pyrimidin-4-yl)piperazin-1-yl)-2-((S)-1-(2,2,2-trifluoroethyl)pyrrolidin-2-yl)ethanone). As a reaction SMILES: [Cl:1][C:2]1[CH:7]=[CH:6][C:5]([C@@H:8]([C@@H:28]2[CH2:32][CH2:31][CH2:30][NH:29]2)[C:9]([N:11]2[CH2:16][CH2:15][N:14]([C:17]3[C:18]4[C@H:25]([CH3:26])[CH2:24][C@@H:23]([OH:27])[C:19]=4[N:20]=[CH:21][N:22]=3)[CH2:13][CH2:12]2)=[O:10])=[CH:4][CH:3]=1.C(N(C(C)C)CC)(C)C.FC(F)(F)S(OC[CH2:49][C:50]([F:53])([F:52])[F:51])(=O)=O>CC(C)=O.CN(C)C1C=CN=CC=1>[Cl:1][C:2]1[CH:7]=[CH:6][C:5]([C@@H:8]([C@@H:28]2[CH2:32][CH2:31][CH2:30][N:29]2[CH2:49][C:50]([F:53])([F:52])[F:51])[C:9]([N:11]2[CH2:12][CH2:13][N:14]([C:17]3[C:18]4[C@H:25]([CH3:26])[CH2:24][C@@H:23]([OH:27])[C:19]=4[N:20]=[CH:21][N:22]=3)[CH2:15][CH2:16]2)=[O:10])=[CH:4][CH:3]=1. Procedure details: (S)-2-(4-chlorophenyl)-1-(4-((5R,7R)-7-hydroxy-5-methyl-6,7-dihydro-5H-cyclopenta[d]pyrimidin-4-yl)piperazin-1-yl)-2-((S)-pyrrolidin-2-yl)ethanone (28 mg, 0.53 mmol; see Example 3) was slurried in acetone (0.4 mL) and treated with diisopropylethylamine (0.032 mL, 0.18 mmol), 4-dimethylaminopyridine (“DMAP”; 0.0006 g, 0.005 mmol) and 3,3,3-trifluoropropyl trifluoromethanesulfonate (0.016 g, 0.066 mmol). The reaction mixture was heated to reflux for 9 hours. Additional 3,3,3-trifluoropropyl triflu... The reactants are Cc1cc(Oc2ccnc(NCCCNC(=O)OC(C)(C)C)n2)cc2c1C(CC(=O)O)OB2O, Cl, C1COCCO1. The product is Cl, Cc1cc(Oc2ccnc(NCCCN)n2)cc2c1C(CC(=O)O)OB2O. Reaction SMILES: [C:1]([O:2][C:3](=[O:4])[NH:8][CH2:9][CH2:10][CH2:11][NH:12][c:13]1[n:14][cH:15][cH:16][c:17]([O:19][c:20]2[cH:21][c:22]([CH3:34])[c:23]3[c:24]([cH:33]2)[B:25]([OH:32])[O:26][CH:27]3[CH2:28][C:29](=[O:30])[OH:31])[n:18]1)([CH3:5])([CH3:6])[CH3:7].[ClH:35].[O:36]1[CH2:37][CH2:38][O:39][CH2:40][CH2:41]1>>[ClH:35].[NH2:8][CH2:9][CH2:10][CH2:11][NH:12][c:13]1[n:14][cH:15][cH:16][c:17]([O:19][c:20]2[cH:21][c:22]([CH3:34])[c:23]3[c:24]([cH:33]2)[B:25]([OH:32])[O:26][CH:27]3[CH2:28][C:29](=[O:30])[OH:31])[n:18]1.